Dataset: the Open Reaction Database (ORD), a public repository of structured organic reaction records. Task: describe an organic reaction: reactants, conditions, products, and yield The reactants are NC=1NN(CC1)C1=C(C=C(C=C1)OCC1=CC=CC=C1)F (3-amino-1-(4-benzyloxy-2-fluorophenyl) pyrazoline). Reagents/catalysts: O=[Mn]=O (MnO2). Solvent: C(Cl)Cl (CH2Cl2). Reaction conditions: time 4 hour. Yields the product NC1=NN(C=C1)C1=C(C=C(C=C1)OCC1=CC=CC=C1)F (3-Amino-1-(4-benzyloxy-2-fluorophenyl)-pyrazole). Yield: 27.1%. RXN SMILES: [NH2:1][C:2]1[NH:3][N:4]([C:7]2[CH:12]=[CH:11][C:10]([O:13][CH2:14][C:15]3[CH:20]=[CH:19][CH:18]=[CH:17][CH:16]=3)=[CH:9][C:8]=2[F:21])[CH2:5][CH:6]=1>C(Cl)Cl.O=[Mn]=O>[NH2:1][C:2]1[CH:6]=[CH:5][N:4]([C:7]2[CH:12]=[CH:11][C:10]([O:13][CH2:14][C:15]3[CH:20]=[CH:19][CH:18]=[CH:17][CH:16]=3)=[CH:9][C:8]=2[F:21])[N:3]=1. Procedure: MnO2 (2.66 g) was added to a solution of 3-amino-1-(4-benzyloxy-2-fluorophenyl) pyrazoline (3.86 g) in CH2Cl2 (40 mL), and the mixture was stirred at room temperature for 4 hours. The precipitate (MnO2) was filtered off, and the filtrate was concentrated. The residue was purified by flash chromatography on silica gel (EtOAc/hexane 1/9, 1/4, 1/2 and 1/1) and crystallization from EtOAc/hexane to yield 1.04 g of the title compound. The reactants are C(C)(C)(C)OC(=O)N1CC(CCC1)C=1NC(=C(N1)C1=CC=NC=C1)C1=CC=C(C=C1)F (3-[5-(4-fluorophenyl)-4-pyridin-4-yl-1H-imidazol-2-yl]-piperidine-1-carboxylic acid tert-butyl ester), [H-].[Al+3].[Li+].[H-].[H-].[H-] (lithium aluminum hydride), solution. The solvent is C1CCOC1 (THF), C1CCOC1 (THF). Reaction SMILES: C(O[C:6]([N:8]1[CH2:13][CH2:12][CH2:11][CH:10]([C:14]2[NH:15][C:16]([C:25]3[CH:30]=[CH:29][C:28]([F:31])=[CH:27][CH:26]=3)=[C:17]([C:19]3[CH:24]=[CH:23][N:22]=[CH:21][CH:20]=3)[N:18]=2)[CH2:9]1)=O)(C)(C)C.[H-].[Al+3].[Li+].[H-].[H-].[H-]>C1COCC1>[F:31][C:28]1[CH:29]=[CH:30][C:25]([C:16]2[NH:15][C:14]([CH:10]3[CH2:11][CH2:12][CH2:13][N:8]([CH3:6])[CH2:9]3)=[N:18][C:17]=2[C:19]2[CH:20]=[CH:21][N:22]=[CH:23][CH:24]=2)=[CH:26][CH:27]=1 |f:1.2.3.4.5.6|. Procedure details: To a stirring solution of 3-[5-(4-fluorophenyl)-4-pyridin-4-yl-1H-imidazol-2-yl]-piperidine-1-carboxylic acid tert-butyl ester (200 mg) in THF (2.0 mL) was added lithium aluminum hydride (1.14 mmol, 1.14 mL of a 1M solution in THF) and the mixture heated to reflux for 6 h. The reaction was quenched with water (2.0 mL), diluted with ethyl acetate (25 mL) and filtered. The filtrates were washed with saturated sodium bicarbonate (50 mL) and the aqueous layer extracted with CH2Cl2 (2×30 mL). The org... Product: FC1=CC=C(C=C1)C1=C(N=C(N1)C1CN(CCC1)C)C1=CC=NC=C1 (3-[5-(4-FLUOROPHENYL)-4-PYRIDIN-4-YL-1H-IMIDAZOL-2-YL]-1-METHYLPIPERIDINE). The reactants are CC(=O)O, Cl, O=N[O-], COC(=O)c1ccc(C(=O)O)cc1N, [Na+], O=S(=O)(O)O. Product: COC(=O)c1ccc(C(=O)O)cc1O. RXN SMILES: [CH3:25][C:26](=[O:27])[OH:28].[ClH:24].[N:15](=[O:16])[O-:17].[NH2:1][c:2]1[cH:3][c:4]([C:5](=[O:6])[OH:7])[cH:8][cH:9][c:10]1[C:11](=[O:12])[O:13][CH3:14].[Na+:18].[S:19](=[O:20])(=[O:21])([OH:22])[OH:23]>>[c:2]1([OH:16])[cH:3][c:4]([C:5](=[O:6])[OH:7])[cH:8][cH:9][c:10]1[C:11](=[O:12])[O:13][CH3:14]. The product is S1C(=CC=C1)CC(=O)N1CC(CCC1)CC(=O)OCC (ethyl 1-(2-thiopheneacetyl)-3-piperidinylacetate). As a reaction SMILES: C(N1CCCC(C(OCC)=O)C1)(=O)C1C=CC=CC=1.[NH:20]1[CH2:25][CH2:24][CH2:23][CH:22]([CH2:26][C:27]([O:29][CH2:30][CH3:31])=[O:28])[CH2:21]1.[S:32]1[CH:36]=[CH:35][CH:34]=[C:33]1[CH2:37][C:38](Cl)=[O:39]>>[S:32]1[CH:36]=[CH:35][CH:34]=[C:33]1[CH2:37][C:38]([N:20]1[CH2:25][CH2:24][CH2:23][CH:22]([CH2:26][C:27]([O:29][CH2:30][CH3:31])=[O:28])[CH2:21]1)=[O:39]. Yield: 51.3%. Procedure details: The reaction was run in the same manner as ethyl 1-benzoyl-3-piperidinecarboxylate, starting with ethyl 3-piperidinylacetate (414.2 mg; 2.4 mmol) and 2-thiopheneacetyl chloride (295 μl; 2.4 mmol). The crude product was purified by chromatography on silica, eluting with 50% ethyl acetate in hexane, giving ethyl 1-(2-thiopheneacetyl)-3-piperidinylacetate (364 mg) as a pale yellow oil. MS m/z (positive ion) 318 (M+Na+; 40), 296 (MH+; 100). The reactants are C(C1=CC=CC=C1)(=O)N1CC(CCC1)C(=O)OCC (ethyl 1-benzoyl-3-piperidinecarboxylate), N1CC(CCC1)CC(=O)OCC (ethyl 3-piperidinylacetate), S1C(=CC=C1)CC(=O)Cl (2-thiopheneacetyl chloride). Starting materials: O=C(CCCCC(=O)O)C1=CC=CC=C1 (6-oxo-6-phenylhexanoic acid), C(C)(C)(C)OC(=O)N1CCC(CC1)C1=CC(=C(C=C1)F)N (tert-butyl-4-(3-amino-4-fluorophenyl)-1-piperidinecarboxylate), Cl.CN(CCCN=C=NCC)C (1-[3-(Dimethylamino)propyl]-3-ethylcarbodimide hydrochloride), C(Cl)Cl (DCM). Reagents/catalysts: CN(C1=CC=NC=C1)C (4-dimethylaminopyridine). Run in CN(C)C=O (DMF), O (water). Run at time 12 hour. The product is FC1=C(C=C(C=C1)C1CCN(CC1)C(=O)OC(C)(C)C)NC(CCCCC(C1=CC=CC=C1)=O)=O (tert-butyl 4-{4-fluoro-3-[(6-oxo-6-phenylhexanoyl)amino]phenyl}-1-piperidinecarboxylate). The yield is 50.8%. Reaction SMILES: [O:1]=[C:2]([C:10]1[CH:15]=[CH:14][CH:13]=[CH:12][CH:11]=1)[CH2:3][CH2:4][CH2:5][CH2:6][C:7]([OH:9])=O.[C:16]([O:20][C:21]([N:23]1[CH2:28][CH2:27][CH:26]([C:29]2[CH:34]=[CH:33][C:32]([F:35])=[C:31]([NH2:36])[CH:30]=2)[CH2:25][CH2:24]1)=[O:22])([CH3:19])([CH3:18])[CH3:17].Cl.CN(C)CCCN=C=NCC.C(Cl)Cl>CN(C)C1C=CN=CC=1.CN(C=O)C.O>[F:35][C:32]1[CH:33]=[CH:34][C:29]([CH:26]2[CH2:27][CH2:28][N:23]([C:21]([O:20][C:16]([CH3:18])([CH3:17])[CH3:19])=[O:22])[CH2:24][CH2:25]2)=[CH:30][C:31]=1[NH:36][C:7](=[O:9])[CH2:6][CH2:5][CH2:4][CH2:3][C:2](=[O:1])[C:10]1[CH:15]=[CH:14][CH:13]=[CH:12][CH:11]=1 |f:2.3|. Reported procedure: A 25-mL RB-flask was charged with 6-oxo-6-phenylhexanoic acid (51.0 mg, 0.250 mmol), tert-butyl-4-(3-amino-4-fluorophenyl)-1-piperidinecarboxylate (59.0 mg, 0.200 mmol), 1-[3-(Dimethylamino)propyl]-3-ethylcarbodimide hydrochloride (0.400 mmol, 62.0 mg), 4-dimethylaminopyridine (10 mg) in DMF:DCM (0.2:2.0 mL) at room temperature. The reaction mixture was stirred for 12 h and water (10.0 mL) was added to the reaction mixture. The organic layer was separated and the aqueous layer was extracted with...